The task is: describe an organic reaction: reactants, conditions, products, and yield. This data is from the Open Reaction Database (ORD), a public repository of structured organic reaction records. The reactants are CCOC(=O)CCCOc1cccc(CN2CCCCC2)c1, CO, CCO, Cl, [K+], [OH-], O. The product is O=C(O)CCCOc1cccc(CN2CCCCC2)c1. As a reaction SMILES: [CH2:1]([CH3:2])[O:3][C:4]([CH2:5][CH2:6][CH2:7][O:8][c:9]1[cH:10][c:11]([CH2:15][N:16]2[CH2:17][CH2:18][CH2:19][CH2:20][CH2:21]2)[cH:12][cH:13][cH:14]1)=[O:22].[CH3:26][OH:27].[CH3:28][CH2:29][OH:30].[ClH:25].[K+:24].[OH-:23].[OH2:31]>>[O:3]=[C:4]([CH2:5][CH2:6][CH2:7][O:8][c:9]1[cH:10][c:11]([CH2:15][N:16]2[CH2:17][CH2:18][CH2:19][CH2:20][CH2:21]2)[cH:12][cH:13][cH:14]1)[OH:22]. Starting materials: Cl (Hydrochloric acid), CC(CC=1N=C(N(C1)C(C1=CC=CC=C1)(C1=CC=CC=C1)C1=CC=CC=C1)CC(OC)C1=CC=C(C=C1)C1=NC=C(C=C1)F)(CC)C (2-(4-{2-[4-(2,2-dimethylbutyl)-1-trityl-1H-imidazol-2-yl]-1-methoxyethyl}phenyl)-5-fluoropyridine). Run in CO (methanol). Conditions: temperature 70 celsius, time 2 hour. The product is CC(CC=1N=C(NC1)CC(OC)C1=CC=C(C=C1)C1=NC=C(C=C1)F)(CC)C (2-(4-{2-[4-(2,2-dimethylbutyl)-1H-imidazol-2-yl]-1-methoxyethyl}phenyl)-5-fluoropyridine). RXN SMILES: Cl.[CH3:2][C:3]([CH3:48])([CH2:46][CH3:47])[CH2:4][C:5]1[N:6]=[C:7]([CH2:29][CH:30]([C:33]2[CH:38]=[CH:37][C:36]([C:39]3[CH:44]=[CH:43][C:42]([F:45])=[CH:41][N:40]=3)=[CH:35][CH:34]=2)[O:31][CH3:32])[N:8](C(C2C=CC=CC=2)(C2C=CC=CC=2)C2C=CC=CC=2)[CH:9]=1>CO>[CH3:2][C:3]([CH3:48])([CH2:46][CH3:47])[CH2:4][C:5]1[N:6]=[C:7]([CH2:29][CH:30]([C:33]2[CH:38]=[CH:37][C:36]([C:39]3[CH:44]=[CH:43][C:42]([F:45])=[CH:41][N:40]=3)=[CH:35][CH:34]=2)[O:31][CH3:32])[NH:8][CH:9]=1. Procedure: Hydrochloric acid (2N, 4 mL) was added to a solution of 2-(4-{2-[4-(2,2-dimethylbutyl)-1-trityl-1H-imidazol-2-yl]-1-methoxyethyl}phenyl)-5-fluoropyridine in methanol (4 mL) at ambient temperature. The solution was stirred at 70° C. for 2 hr. Concentration of the solution afforded the title compound as a white solid. 1H NMR (500 MHz, CD3OD) δ 8.66-8.60 (m, 1H), 8.05-7.83 (m, 5H), 7.45-7.37 (m, 2H), 7.16 (s, 1H), 4.72-4.68 (m, 1H), 3.28 (s, 3H), 2.51 (s, 2H), 1.28-1.20 (m, 2H), 0.86 (t, J=7.0 Hz, ...